From a dataset of the Open Reaction Database (ORD), a public repository of structured organic reaction records. describe an organic reaction: reactants, conditions, products, and yield As a reaction SMILES: [CH2:3]([c:4]1[cH:5][cH:6][cH:7][cH:8][cH:9]1)[O:10][CH2:11][CH:12]([C:13]#[C:14][CH:15]([CH2:16][CH2:17][C:18]([F:19])([F:20])[F:21])[N:22]1[CH:23]([c:33]2[cH:34][cH:35][c:36]([C:39]([F:40])([F:41])[F:42])[cH:37][cH:38]2)[CH2:24][CH:25]([CH2:28][C:29](=[O:30])[O:31][CH3:32])[CH2:26][CH2:27]1)[CH3:43].[CH2:51]1[O:52][CH2:53][CH2:54][CH2:55]1.[ClH:44].[Li+:1].[Na+:49].[O-:45][C:46]([OH:47])=[O:48].[OH-:2].[OH2:50]>>[CH2:3]([c:4]1[cH:5][cH:6][cH:7][cH:8][cH:9]1)[O:10][CH2:11][CH:12]([C:13]#[C:14][CH:15]([CH2:16][CH2:17][C:18]([F:19])([F:20])[F:21])[N:22]1[CH:23]([c:33]2[cH:34][cH:35][c:36]([C:39]([F:40])([F:41])[F:42])[cH:37][cH:38]2)[CH2:24][CH:25]([CH2:28][C:29](=[O:30])[OH:31])[CH2:26][CH2:27]1)[CH3:43]. The product is CC(C#CC(CCC(F)(F)F)N1CCC(CC(=O)O)CC1c1ccc(C(F)(F)F)cc1)COCc1ccccc1. Reactants: COC(=O)CC1CCN(C(C#CC(C)COCc2ccccc2)CCC(F)(F)F)C(c2ccc(C(F)(F)F)cc2)C1, C1CCOC1, Cl, [Li+], [Na+], O=C([O-])O, [OH-], O. The reactants are CC(=O)O, Cc1c(F)c(F)cc([N+](=O)[O-])c1F. Reaction SMILES: [CH3:14][C:15](=[O:16])[OH:17].[F:1][c:2]1[c:3]([CH3:13])[c:4]([F:12])[c:5]([N+:9]([O-:10])=[O:11])[cH:6][c:7]1[F:8]>>[F:1][c:2]1[c:3]([CH3:13])[c:4]([F:12])[c:5]([NH2:9])[cH:6][c:7]1[F:8]. Yields the product Cc1c(F)c(N)cc(F)c1F. The reactants are BrC1=CC=C2C=C(N=CC2=C1)NC(=O)C1CC1 (N-(7-bromoisoquinolin-3-yl)cyclopropanecarboxamide), C1(=CC=CC=C1)S (benzenethiol), CC(C)([O-])C.[Na+] (sodium tert-butoxide). Reagents/catalysts: C1(=CC=CC=C1)P([C-]1C=CC=C1)C1=CC=CC=C1.[C-]1(C=CC=C1)P(C1=CC=CC=C1)C1=CC=CC=C1.[Fe+2] (1,1′-bis(diphenylphosphino)ferrocene), C(C)(=O)[O-].[Pd+2].C(C)(=O)[O-] (palladium(II) acetate). Solvent: O1CCOCC1 (dioxane), CO (methanol). Reaction conditions: temperature 100 celsius, time 8 hour. The product is C1(=CC=CC=C1)SC1=CC=C2C=C(N=CC2=C1)NC(=O)C1CC1 (N-(7-(phenylthio)isoquinolin-3-yl)cyclopropanecarboxamide). Yield: 26.5%. RXN SMILES: Br[C:2]1[CH:11]=[C:10]2[C:5]([CH:6]=[C:7]([NH:12][C:13]([CH:15]3[CH2:17][CH2:16]3)=[O:14])[N:8]=[CH:9]2)=[CH:4][CH:3]=1.[C:18]1([SH:24])[CH:23]=[CH:22][CH:21]=[CH:20][CH:19]=1.CC(C)([O-])C.[Na+]>O1CCOCC1.CO.C1(P(C2C=CC=CC=2)[C-]2C=CC=C2)C=CC=CC=1.[C-]1(P(C2C=CC=CC=2)C2C=CC=CC=2)C=CC=C1.[Fe+2].C([O-])(=O)C.[Pd+2].C([O-])(=O)C>[C:18]1([S:24][C:2]2[CH:11]=[C:10]3[C:5]([CH:6]=[C:7]([NH:12][C:13]([CH:15]4[CH2:17][CH2:16]4)=[O:14])[N:8]=[CH:9]3)=[CH:4][CH:3]=2)[CH:23]=[CH:22][CH:21]=[CH:20][CH:19]=1 |f:2.3,6.7.8,9.10.11|. Procedure details: A mixture of N-(7-bromoisoquinolin-3-yl)cyclopropanecarboxamide (145 mg, 0.5 mmol), benzenethiol (55 mg, 0.50 mmol), 1,1′-bis(diphenylphosphino)ferrocene (41.8 mg, 0.10 mmol), palladium(II) acetate (22.4 mg, 0.10 mmol) and sodium tert-butoxide (96 mg, 1.0 mmol) in dioxane (15 mL) were stirred at 100° C. overnight under nitrogen. The mixture was diluted with methanol and filtered through a pad of Celite. The pad was washed with methanol. The combined filtrates were concentrated to dryness and pur... Starting materials: CC(C)=O, COc1ccc(OC)c(C=O)c1, Cl, [Na+], [OH-], O. The product is COc1ccc(OC)c(C=CC(C)=O)c1. As a reaction SMILES: [CH3:13][C:14]([CH3:15])=[O:16].[CH3:1][O:2][c:3]1[c:4]([CH:5]=[O:6])[cH:7][c:8]([O:11][CH3:12])[cH:9][cH:10]1.[ClH:20].[Na+:18].[OH-:17].[OH2:19]>>[CH3:1][O:2][c:3]1[c:4]([CH:5]=[CH:13][C:14]([CH3:15])=[O:16])[cH:7][c:8]([O:11][CH3:12])[cH:9][cH:10]1. Starting materials: ClCC1=C(C(=O)Cl)C=CC=C1 (o-chloromethylbenzoyl chloride), C1(=CC=CC=C1)O (phenol). The reagents and catalysts are N1=CC=CC=C1 (pyridine). Solvent: C(C)(C)O (isopropanol), C1=CC=CC=C1 (benzene), C(C)(C)O (isopropanol). Reaction conditions: temperature -20 celsius, time 4 hour. The product is C1(=CC=CC=C1)OC(C1=C(C=CC=C1)CCl)=O (o-Chloromethylbenzoic acid phenyl ester), colorless needles. As a reaction SMILES: [C:1]1([OH:7])[CH:6]=[CH:5][CH:4]=[CH:3][CH:2]=1.[Cl:8][CH2:9][C:10]1[CH:18]=[CH:17][CH:16]=[CH:15][C:11]=1[C:12](Cl)=[O:13]>C1C=CC=CC=1.N1C=CC=CC=1.C(O)(C)C>[C:1]1([O:7][C:12](=[O:13])[C:11]2[CH:15]=[CH:16][CH:17]=[CH:18][C:10]=2[CH2:9][Cl:8])[CH:6]=[CH:5][CH:4]=[CH:3][CH:2]=1. Procedure: The ester was prepared by Method C only, by dissolving 47 g (0.5 mole) of phenol in 60 ml of benzene in the apparatus used in the preparation of the para compound, adding 0.5 ml of absolute pyridine as catalyst, and then adding 95 g (0.5 mole) of undiluted o-chloromethylbenzoyl chloride drop by drop at 55° to 60° C. over a period of about 1 hour, the mixture being stirred for another 4 hours at the refluxing temperature to complete the reaction. The benzene was then distilled out of the clear, l...